Task: describe an organic reaction: reactants, conditions, products, and yield. Dataset: the Open Reaction Database (ORD), a public repository of structured organic reaction records Reaction SMILES: [H-].[Na+].Cl[C:4]1[CH:9]=[CH:8][C:7]([N+:10]([O-:12])=[O:11])=[CH:6][N:5]=1.[CH3:13][N:14]1[CH2:19][CH2:18][CH:17]([OH:20])[CH2:16][CH2:15]1>O1CCCC1>[CH3:13][N:14]1[CH2:19][CH2:18][CH:17]([O:20][C:4]2[CH:9]=[CH:8][C:7]([N+:10]([O-:12])=[O:11])=[CH:6][N:5]=2)[CH2:16][CH2:15]1 |f:0.1|. Yields the product CN1CCC(CC1)OC1=NC=C(C=C1)[N+](=O)[O-] (2-(1-methylpiperidin-4-yloxy)-5-nitropyridine). The reactants are ClC1=NC=C(C=C1)[N+](=O)[O-] (2-chloro-5-nitropyridine), CN1CCC(CC1)O (1-methylpiperidin-4-ol), [H-].[Na+] (sodium hydride). The solvent is O1CCCC1 (tetrahydrofuran), O1CCCC1 (tetrahydrofuran). Procedure: To a mixture of sodium hydride (189 mg, 4.73 mmol) in anhydrous tetrahydrofuran (2 mL) at 0° C., a solution of 2-chloro-5-nitropyridine (500 mg, 3.16 mmol) and 1-methylpiperidin-4-ol (455 mg, 3.96 mmol) in anhydrous tetrahydrofuran (4 mL) was added dropwise. The reaction was heated reflux for 16 h. The THF was evaporated and water (100 mL) and EtOAc (200 mL) were added. The aqueous layer was extracted with EtOAc (200 mL). The organic layers were combined, washed with brine, dried over sodium sul... Starting materials: CN(C)\C=C/1\CC(NC2=C(C1=O)C=CC(=C2)C(F)(F)F)=O ((4Z)-4-[(dimethylamino)methylene]-8-(trifluoromethyl)-3,4-dihydro-1H-1-benzazepine-2,5-dione), C(C)(C)(C)OC(NCCCC=1C=NC(=C(C1)NC(=N)N)C)=O (tert-butyl[3-(5-{[amino(imino)methyl]amino}-6-methylpyridin-3-yl)propyl]carbamate), C([O-])([O-])=O.[K+].[K+] (potassium carbonate). Solvent: O (water), CCOC(=O)C (EtOAc), CCO (EtOH). Run at temperature 80 celsius, time 8 hour. Product: C(C)(C)(C)OC(NCCCC=1C=NC(=C(C1)NC=1N=CC=2CC(NC3=C(C2N1)C=CC(=C3)C(F)(F)F)=O)C)=O (tert-butyl[3-(6-methyl-5-{[6-oxo-9-(trifluoromethyl)-6,7-dihydro-5H-pyrimido[5,4-d][1]benzazepin-2-yl]amino}pyridin-3-yl)propyl]carbamate). Yield: 111.8%. As a reaction SMILES: CN(/[CH:4]=[C:5]1/[CH2:6][C:7](=[O:21])[NH:8][C:9]2[CH:16]=[C:15]([C:17]([F:20])([F:19])[F:18])[CH:14]=[CH:13][C:10]=2[C:11]/1=O)C.[C:22]([O:26][C:27](=[O:43])[NH:28][CH2:29][CH2:30][CH2:31][C:32]1[CH:33]=[N:34][C:35]([CH3:42])=[C:36]([NH:38][C:39]([NH2:41])=[NH:40])[CH:37]=1)([CH3:25])([CH3:24])[CH3:23].C(=O)([O-])[O-].[K+].[K+]>CCO.O.CCOC(C)=O>[C:22]([O:26][C:27](=[O:43])[NH:28][CH2:29][CH2:30][CH2:31][C:32]1[CH:33]=[N:34][C:35]([CH3:42])=[C:36]([NH:38][C:39]2[N:41]=[CH:4][C:5]3[CH2:6][C:7](=[O:21])[NH:8][C:9]4[CH:16]=[C:15]([C:17]([F:20])([F:18])[F:19])[CH:14]=[CH:13][C:10]=4[C:11]=3[N:40]=2)[CH:37]=1)([CH3:24])([CH3:25])[CH3:23] |f:2.3.4|. Reported procedure: To a solution of (4Z)-4-[(dimethylamino)methylene]-8-(trifluoromethyl)-3,4-dihydro-1H-1-benzazepine-2,5-dione (1.05 g, 3.51 mmol) and tert-butyl[3-(5-{[amino(imino)methyl]amino}-6-methylpyridin-3-yl)propyl]carbamate (1.62 g, 5.27 mmol) in EtOH (50 mL) was added potassium carbonate (2.91 g, 21.1 mmol). The reaction mixture was allowed to stir at 80° C. overnight. The reaction mixture was diluted with water (100 mL) and EtOAc (50 mL). The organic solution was separated and the aqueous solution was... Reactants: c1ccc(C2=NCCc3cc4c(cc32)OCO4)cc1, c1ccc(C2=NCCc3cc4c(cc32)OCCO4)cc1, C1=NCCc2ccccc21. The product is c1ccc(C2NCCc3cc4c(cc32)OCO4)cc1. As a reaction SMILES: [CH2:1]1[O:2][c:3]2[cH:4][c:5]3[c:10]([cH:11][c:12]2[O:13]1)[C:9]([c:14]1[cH:15][cH:16][cH:17][cH:18][cH:19]1)=[N:8][CH2:7][CH2:6]3.[CH2:20]1[CH2:21][O:22][c:23]2[cH:24][c:25]3[c:26]([cH:37][c:38]2[O:39]1)[CH2:27][CH2:28][N:29]=[C:30]3[c:31]1[cH:32][cH:33][cH:34][cH:35][cH:36]1.[CH:40]1=[N:49][CH2:48][CH2:47][c:42]2[c:41]1[cH:46][cH:45][cH:44][cH:43]2>>[CH2:1]1[O:2][c:3]2[cH:4][c:5]3[c:10]([cH:11][c:12]2[O:13]1)[CH:9]([c:14]1[cH:15][cH:16][cH:17][cH:18][cH:19]1)[NH:8][CH2:7][CH2:6]3. Reactants: O1C2CN(CC21)CC (3,4-epoxy-1-ethyl-pyrrolidine), C1(CCCCC1)N (cyclohexylamine). The reagents and catalysts are Cl (hydrochloric acid). Solvent: petroleum ether. Run at temperature 130 celsius. Yields the product C1(CCCCC1)N[C@H]1[C@@H](CN(C1)CC)O (Trans-4-cyclohexylamino-1-ethyl-3-pyrrolidinol). Yield: 70.6%. As a reaction SMILES: [O:1]1[CH:6]2[CH:2]1[CH2:3][N:4]([CH2:7][CH3:8])[CH2:5]2.[CH:9]1([NH2:15])[CH2:14][CH2:13][CH2:12][CH2:11][CH2:10]1>Cl>[CH:9]1([NH:15][C@@H:2]2[CH2:3][N:4]([CH2:7][CH3:8])[CH2:5][C@H:6]2[OH:1])[CH2:14][CH2:13][CH2:12][CH2:11][CH2:10]1. Procedure details: A mixture of 11.3 g (0.10 mole) of 3,4-epoxy-1-ethyl-pyrrolidine, 11.9 g (0.12 mol) of cyclohexylamine and one drop of conc. hydrochloric acid was heated at 130° C. under a nitrogen atmosphere for 18 hr. The mixture was cooled and diluted with 200 ml of petroleum ether. The precipitate was collected and recrystallized from petroleum-ether-cyclohexane to give 15 g (71%) of a white powder; m.p. 68°-71° C. The reactants are C1(CC1)N (cyclopropyl amine), ClCCl (dichloromethane), C(C)OC(CC1=C(C=C(C=C1)C#CC1=CC=2C(CCC(C2C=C1)=O)(C)C)F)=O ([2-fluoro-4-(8,8-dimethyl-5-oxo-5,6,7,8-tetrahydro-naphthalene-2-ylethynyl) phenyl]acetic acid ethyl ester), C(C)OC(CC1=C(C=C(C=C1)C#CC1=CC=2C(CCC(C2C=C1)=O)(C)C)F)=O ([2-fluoro-4-(8,8-dimethyl-5-oxo-5,6,7,8-tetrahydro-naphthalene-2-ylethynyl) phenyl]acetic acid ethyl ester), C(#N)[BH3-].[Na+] (sodium cyanoborohydride). The solvent is C(C)#N (acetonitrile), C(C)(=O)OCC (ethyl acetate), C(C)(=O)O (acetic acid), CCCCCC (hexane). Yields the product C(C)OC(CC1=C(C=C(C=C1)C#CC1=CC=2C(CCC(C2C=C1)NC1CC1)(C)C)F)=O ([4-(5-(Cyclopropyl-amino)-8,8-dimethyl-5,6,7,8-tetrahydro-naphthalene-2-yl-ethynyl)-2-fluoro-phenyl]acetic acid ethyl ester), oil. Yield: 73.0%. RXN SMILES: [CH2:1]([O:3][C:4](=[O:28])[CH2:5][C:6]1[CH:11]=[CH:10][C:9]([C:12]#[C:13][C:14]2[CH:23]=[CH:22][C:21]3[C:20](=O)[CH2:19][CH2:18][C:17]([CH3:26])([CH3:25])[C:16]=3[CH:15]=2)=[CH:8][C:7]=1[F:27])[CH3:2].ClCCl.[CH:32]1([NH2:35])[CH2:34][CH2:33]1.C([BH3-])#N.[Na+]>CCCCCC.C(OCC)(=O)C.C(O)(=O)C.C(#N)C>[CH2:1]([O:3][C:4](=[O:28])[CH2:5][C:6]1[CH:11]=[CH:10][C:9]([C:12]#[C:13][C:14]2[CH:23]=[CH:22][C:21]3[CH:20]([NH:35][CH:32]4[CH2:34][CH2:33]4)[CH2:19][CH2:18][C:17]([CH3:26])([CH3:25])[C:16]=3[CH:15]=2)=[CH:8][C:7]=1[F:27])[CH3:2] |f:3.4|. Procedure: Following general procedure G and using [2-fluoro-4-(8,8-dimethyl-5-oxo-5,6,7,8-tetrahydro-naphthalene-2-ylethynyl) phenyl]acetic acid ethyl ester (Compound 14, 0.258 g, 0.68 mmol), dichloromethane (4 mL), acetonitrile(2 mL), cyclopropyl amine(1 mL, 14.45 mmol), acetic acid (1 mL) and sodium cyanoborohydride (0.266 g, 4.23 mmol) followed by flash column chromatography over silica gel (230-400 mesh) using 16-20-25% ethyl acetate in hexane as the eluent, the title compound was obtained as a pale y... Starting materials: Cc1cccc(C(=O)c2ccc(O)c(Cl)c2Cl)c1C, Cl, NO, c1ccncc1. Yields the product Cc1cccc(C(=NO)c2ccc(O)c(Cl)c2Cl)c1C. Reaction SMILES: [Cl:1][c:2]1[c:3]([C:4](=[O:5])[c:6]2[c:7]([CH3:13])[c:8]([CH3:12])[cH:9][cH:10][cH:11]2)[cH:14][cH:15][c:16]([OH:19])[c:17]1[Cl:18].[ClH:20].[NH2:21][OH:22].[cH:23]1[cH:24][cH:25][n:26][cH:27][cH:28]1>>[Cl:1][c:2]1[c:3]([C:4]([c:6]2[c:7]([CH3:13])[c:8]([CH3:12])[cH:9][cH:10][cH:11]2)=[N:21][OH:22])[cH:14][cH:15][c:16]([OH:19])[c:17]1[Cl:18]. Reactants: CC(=O)O, CC(=O)O, CSC(C)c1ccc(C(F)(F)Cl)nc1, Ic1ccccc1, N#CN, C1CCOC1. Yields the product CC(c1ccc(C(F)(F)Cl)nc1)S(C)=NC#N. As a reaction SMILES: [C:18]([OH:19])(=[O:20])[CH3:21].[C:22]([OH:23])(=[O:24])[CH3:25].[Cl:1][C:2]([c:3]1[n:4][cH:5][c:6]([CH:9]([CH3:10])[S:11][CH3:12])[cH:7][cH:8]1)([F:13])[F:14].[I:26][c:27]1[cH:28][cH:29][cH:30][cH:31][cH:32]1.[NH2:15][C:16]#[N:17].[O:33]1[CH2:34][CH2:35][CH2:36][CH2:37]1>>[Cl:1][C:2]([c:3]1[n:4][cH:5][c:6]([CH:9]([CH3:10])[S:11]([CH3:12])=[N:17][C:16]#[N:15])[cH:7][cH:8]1)([F:13])[F:14].